The task is: describe an organic reaction: reactants, conditions, products, and yield. This data is from the Open Reaction Database (ORD), a public repository of structured organic reaction records. Reactants: ice water, Cl (hydrochloric acid), C(C1=CC=CC=C1)N1C(=C(C=C1C)C(=O)OCC)C(=O)OCC (diethyl 1-benzyl-5-methylpyrrole-2,3-dicarboxylate), O.NN (hydrazine hydrate), O.NN (hydrazine hydrate). Run in COCCOCCOC (diglyme). Run at temperature 110 celsius, time 2 hour. The product is C(C1=CC=CC=C1)N1C(=CC2=C1C(NNC2=O)=O)C (1-Benzyl-2-methyl-4,5,6,7-tetrahydropyrrolo[2,3-d]pyridazine-4,7-dione). As a reaction SMILES: [CH2:1]([N:8]1[C:12]([CH3:13])=[CH:11][C:10]([C:14](OCC)=[O:15])=[C:9]1[C:19]([O:21]CC)=O)[C:2]1[CH:7]=[CH:6][CH:5]=[CH:4][CH:3]=1.O.[NH2:25][NH2:26].Cl>COCCOCCOC>[CH2:1]([N:8]1[C:9]2[C:19](=[O:21])[NH:25][NH:26][C:14](=[O:15])[C:10]=2[CH:11]=[C:12]1[CH3:13])[C:2]1[CH:7]=[CH:6][CH:5]=[CH:4][CH:3]=1 |f:1.2|. Reported procedure: A solution of 175.3 g (0.56 mol) of diethyl 1-benzyl-5-methylpyrrole-2,3-dicarboxylate and 540 ml (11.1 mol) of hydrazine hydrate in 880 ml of diglyme is heated to 110° C. After 2 h, a further 270 ml (5.5 mol) of hydrazine hydrate are added dropwise in the course of 90 min. The mixture is subsequently stirred at 110° C. for a further 16 h. After cooling and addition of 2 1 of ice-water, the mixture is adjusted to pH 5 with conc. hydrochloric acid. The precipitate is filtered with suction and was... Starting materials: N#Cc1cn(S(=O)(=O)c2ccccc2)c2nccc(Cl)c12, [Na+], C1CCOC1, [OH-], O. Yields the product N#Cc1c[nH]c2nccc(Cl)c12. As a reaction SMILES: [Cl:1][c:2]1[c:3]2[c:4]([n:5][cH:6][cH:7]1)[n:8]([S:13]([c:14]1[cH:15][cH:16][cH:17][cH:18][cH:19]1)(=[O:20])=[O:21])[cH:9][c:10]2[C:11]#[N:12].[Na+:23].[O:25]1[CH2:26][CH2:27][CH2:28][CH2:29]1.[OH-:22].[OH2:24]>>[Cl:1][c:2]1[c:3]2[c:4]([n:5][cH:6][cH:7]1)[nH:8][cH:9][c:10]2[C:11]#[N:12]. Reactants: FC1=CC=C(C=C1)C1=NN(C=C1C=1C=CC=2N(C1)C(=CN2)C2=NC(=CC=C2)OC)C(C2=CC=CC=C2)(C2=CC=CC=C2)C2=CC=CC=C2 (6-[3-(4-fluorophenyl)-1-trityl-1H-4-pyrazolyl]-3-(6-methoxy-2-pyridyl)imidazo[1,2-a]pyridine), Br (hydrobromic acid), [OH-].[Na+] (sodium hydroxide). Solvent: C(C)(=O)O (acetic acid). Conditions: time 4 hour. Product: FC1=CC=C(C=C1)C1=NNC=C1C=1C=CC=2N(C1)C(=CN2)C2=CC=CC(N2)=O (6-{6-[3-(4-Fluorophenyl)-1H-4-pyrazolyl] imidazo[1,2-a]-pyridin-3-yl}-1,2-dihydro-2-pyridinone). Yield: 16.9%. As a reaction SMILES: [F:1][C:2]1[CH:7]=[CH:6][C:5]([C:8]2[C:12]([C:13]3[CH:14]=[CH:15][C:16]4[N:17]([C:19]([C:22]5[CH:27]=[CH:26][CH:25]=[C:24]([O:28]C)[N:23]=5)=[CH:20][N:21]=4)[CH:18]=3)=[CH:11][N:10](C(C3C=CC=CC=3)(C3C=CC=CC=3)C3C=CC=CC=3)[N:9]=2)=[CH:4][CH:3]=1.Br.[OH-].[Na+]>C(O)(=O)C>[F:1][C:2]1[CH:3]=[CH:4][C:5]([C:8]2[C:12]([C:13]3[CH:14]=[CH:15][C:16]4[N:17]([C:19]([C:22]5[NH:23][C:24](=[O:28])[CH:25]=[CH:26][CH:27]=5)=[CH:20][N:21]=4)[CH:18]=3)=[CH:11][NH:10][N:9]=2)=[CH:6][CH:7]=1 |f:2.3|. Procedure details: A mixture of 54 mg 6-[3-(4-fluorophenyl)-1-trityl-1H-4-pyrazolyl]-3-(6-methoxy-2-pyridyl)imidazo[1,2-a]pyridine obtained in Example 23, 2 mL of 48% hydrobromic acid and 2 mL acetic acid was stirred at room temperature for 4 hours and then heated for 10 minutes under reflux. The reaction solution was cooled and neutralized with 5 N aqueous sodium hydroxide, and the precipitated solid was collected by filtration, washed with water and air-dried. Then, the solid was triturated with diethyl ether, c... Starting materials: NC=1C=C(OC=2C3=C(N=C(N2)NC=2C=NN(C2)CCN(C)C)N(C=C3)CO)C=CC1 ([4-(3-aminophenoxy)-2-({1-[2-(dimethylamino)ethyl]-1H-pyrazol-4-yl}amino)-7H-pyrrolo[2,3-d]pyrimidin-7-yl]methanol), C(=O)([O-])[O-].[K+].[K+] (K2CO3). The solvent is CO (MeOH), O (water), O (Water). Conditions: time 2 hour. Product: NC=1C=C(OC=2C3=C(N=C(N2)NC=2C=NN(C2)CCN(C)C)NC=C3)C=CC1 (4-(3-aminophenoxy)-N-{1-[2-(dimethylamino)ethyl]-1H-pyrazol-4-yl}-7H-pyrrolo[2,3-d]pyrimidin-2-amine). RXN SMILES: [NH2:1][C:2]1[CH:3]=[C:4]([CH:28]=[CH:29][CH:30]=1)[O:5][C:6]1[C:7]2[CH:25]=[CH:24][N:23](CO)[C:8]=2[N:9]=[C:10]([NH:12][C:13]2[CH:14]=[N:15][N:16]([CH2:18][CH2:19][N:20]([CH3:22])[CH3:21])[CH:17]=2)[N:11]=1.C([O-])([O-])=O.[K+].[K+]>CO.O>[NH2:1][C:2]1[CH:3]=[C:4]([CH:28]=[CH:29][CH:30]=1)[O:5][C:6]1[C:7]2[CH:25]=[CH:24][NH:23][C:8]=2[N:9]=[C:10]([NH:12][C:13]2[CH:14]=[N:15][N:16]([CH2:18][CH2:19][N:20]([CH3:22])[CH3:21])[CH:17]=2)[N:11]=1 |f:1.2.3|. Procedure: To a solution of [4-(3-aminophenoxy)-2-({1-[2-(dimethylamino)ethyl]-1H-pyrazol-4-yl}amino)-7H-pyrrolo[2,3-d]pyrimidin-7-yl]methanol in MeOH (10 mL) and water (2 mL) was added K2CO3 until the pH of the reaction mixture was about 12. The reaction mixture was then stirred at rt for 2 hrs. Water was added and extracted with EtOAc (three×20 mL), dried with MgSO4, filtered and stripped to a dark oil to give the title compound as a dark oil that was taken on to the next step with no purification. m/z (...